From a dataset of the Open Reaction Database (ORD), a public repository of structured organic reaction records. describe an organic reaction: reactants, conditions, products, and yield RXN SMILES: N[C:2]1[C:15]2[C:14](=[O:16])[C:13]3[C:8](=[CH:9][CH:10]=[CH:11][CH:12]=3)[C:7](=[O:17])[C:6]=2[C:5](SC2C(C)=C(S(O)(=O)=O)C(C)=C(N)C=2C)=[CH:4][C:3]=1S(O)(=O)=O.NC1C=C(S(O)(=O)=O)C=CC=1>>[CH:9]1[C:8]2[C:7](=[O:17])[C:6]3[C:15](=[CH:2][CH:3]=[CH:4][CH:5]=3)[C:14](=[O:16])[C:13]=2[CH:12]=[CH:11][CH:10]=1. The product is C1=CC=CC=2C(C3=CC=CC=C3C(C12)=O)=O (anthraquinone). Reported procedure: Example 25 was repeated, except that the compounds shown in 1st, 2nd and 3rd columns of the following table were used in place of the 1-amino-4-(3'-amino-2',4',6'-trimethyl-5'-sulfophenylthio)anthraquinone-2-sulfonic acid, 1-aminobenzene-3-β-sulfatoethylsulfone and 3-aminobenzenesulfonic acid, respectively, thereby obtaining a corresponding anthraquinone compound. The color shade on cotton of the compound is as shown in a 4th column of the table. The reactants are NC1=C(C=C(C=2C(C3=CC=CC=C3C(C12)=O)=O)SC1=C(C(=C(C(=C1C)S(=O)(=O)O)C)N)C)S(=O)(=O)O (1-amino-4-(3'-amino-2',4',6'-trimethyl-5'-sulfophenylthio)anthraquinone-2-sulfonic acid), 1-aminobenzene 3-β-sulfatoethylsulfone, NC=1C=C(C=CC1)S(=O)(=O)O (3-aminobenzenesulfonic acid). Starting materials: S(=O)(Cl)Cl (thionyl chloride), FC1=C(C(=CC(=C1)F)F)CC(=O)O (2,4,6-trifluorobenzeneacetic acid), CO (methanol), O (Water). Run at time 3 hour. Yields the product FC1=C(C(=CC(=C1)F)F)CC(=O)OC (Methyl 2,4,6-trifluorobenzeneacetate). RXN SMILES: [F:1][C:2]1[CH:7]=[C:6]([F:8])[CH:5]=[C:4]([F:9])[C:3]=1[CH2:10][C:11]([OH:13])=[O:12].S(Cl)(Cl)=O.O.[CH3:19]O>>[F:1][C:2]1[CH:7]=[C:6]([F:8])[CH:5]=[C:4]([F:9])[C:3]=1[CH2:10][C:11]([O:13][CH3:19])=[O:12]. Procedure: A solution of 2,4,6-trifluorobenzeneacetic acid (5.00 g, 26.3 mmol) in methanol (25 mL) was stirred at ambient temperature, and thionyl chloride (6 mL, ˜3 eq.) was added dropwise, causing the temperature of the reaction mixture to reach 60° C. The reaction mixture was allowed to cool to ambient temperature and was stirred for 3 h. Water (25 mL) was added with ice cooling. The mixture was extracted with ethyl acetate (2×100 mL). The combined organic phases were sequentially washed with water (2×)... Starting materials: OC1=C(N(S(C2=C1SC1=C2C=CC=C1)(=O)=O)C)C(=O)OC (methyl 4-hydroxy-2-methyl-2H-[1] benzothieno [2,3-e]-1,2-thiazine-3-carboxylate-1,1-dioxide), NC=1SC(=NN1)C (2-amino-5-methyl-1,3,4-thiadiazole). Product: OC1=C(N(S(C2=C1SC1=C2C=CC=C1)(=O)=O)C)C(=O)NC=1SC(=NN1)C (4-Hydroxy-2-methyl-N-(5-methyl-1,3,4-thiadiazole-2-yl)-2H-[1] benzothieno [2,3-e]-1,2-thiazine-3-carboxamide-1,1-dioxide). Yield: 65.0%. As a reaction SMILES: [OH:1][C:2]1[C:7]2[S:8][C:9]3[CH:14]=[CH:13][CH:12]=[CH:11][C:10]=3[C:6]=2[S:5](=[O:16])(=[O:15])[N:4]([CH3:17])[C:3]=1[C:18](OC)=[O:19].[NH2:22][C:23]1[S:24][C:25]([CH3:28])=[N:26][N:27]=1>>[OH:1][C:2]1[C:7]2[S:8][C:9]3[CH:14]=[CH:13][CH:12]=[CH:11][C:10]=3[C:6]=2[S:5](=[O:16])(=[O:15])[N:4]([CH3:17])[C:3]=1[C:18]([NH:22][C:23]1[S:24][C:25]([CH3:28])=[N:26][N:27]=1)=[O:19]. Reported procedure: Prepared analogous to Example 1 from methyl 4-hydroxy-2-methyl-2H-[1] benzothieno [2,3-e]-1,2-thiazine-3-carboxylate-1,1-dioxide and 2-amino-5-methyl-1,3,4-thiadiazole with a yield of 65% of theory. The reactants are CC1(C)CC2NCCCC2c2ccccc21, O=C(O)c1ccc2[nH]cnc2c1. Yields the product CC1(C)CC2C(CCCN2C(=O)c2ccc3[nH]cnc3c2)c2ccccc21. Reaction SMILES: [CH3:13][C:14]1([CH3:28])[c:15]2[c:16]([cH:24][cH:25][cH:26][cH:27]2)[CH:17]2[CH2:18][CH2:19][CH2:20][NH:21][CH:22]2[CH2:23]1.[nH:1]1[cH:2][n:3][c:4]2[c:5]1[cH:6][cH:7][c:8]([C:10](=[O:11])[OH:12])[cH:9]2>>[nH:1]1[cH:2][n:3][c:4]2[c:5]1[cH:6][cH:7][c:8]([C:10](=[O:12])[N:21]1[CH2:20][CH2:19][CH2:18][CH:17]3[c:16]4[c:15]([cH:27][cH:26][cH:25][cH:24]4)[C:14]([CH3:13])([CH3:28])[CH2:23][CH:22]31)[cH:9]2. Procedure details: Under an atmosphere of nitrogen, 927 mg (2.44 mmol) of 1-benzyl-4-[3-(tert-butoxycarbonylamino)-1,1-difluorocyclobutan-3-yl]-2-pyrrolidone (Isomer F1) was dissolved in 20 ml of tetrahydrofuran to which, while cooling in an ice bath with stirring, was subsequently added 7.31 ml of 1 N borane-tetrahydrofuran complex tetrahydrofuran solution. Ten minutes thereafter, the ice bath was detached and the reaction mixture was stirred at room temperature for 18 hours. After evaporation of the solvent unde... Yield: 56.0%. Solvent: O1CCCC1 (tetrahydrofuran). Yields the product C(C1=CC=CC=C1)N1CC(CC1)C1(CC(C1)(F)F)NC(=O)OC(C)(C)C (1-Benzyl-3-[3-(tert-butoxycarbonylamino)-1,1-difluorocyclobutan-3-yl]pyrrolidine). The reactants are B.O1CCCC1 (borane tetrahydrofuran), C(C1=CC=CC=C1)N1C(CC(C1)C1(CC(C1)(F)F)NC(=O)OC(C)(C)C)=O (1-benzyl-4-[3-(tert-butoxycarbonylamino)-1,1-difluorocyclobutan-3-yl]-2-pyrrolidone), ice. Reaction SMILES: [CH2:1]([N:8]1[CH2:12][CH:11]([C:13]2([NH:19][C:20]([O:22][C:23]([CH3:26])([CH3:25])[CH3:24])=[O:21])[CH2:16][C:15]([F:18])([F:17])[CH2:14]2)[CH2:10][C:9]1=O)[C:2]1[CH:7]=[CH:6][CH:5]=[CH:4][CH:3]=1.B.O1CCCC1>O1CCCC1>[CH2:1]([N:8]1[CH2:9][CH2:10][CH:11]([C:13]2([NH:19][C:20]([O:22][C:23]([CH3:26])([CH3:25])[CH3:24])=[O:21])[CH2:14][C:15]([F:18])([F:17])[CH2:16]2)[CH2:12]1)[C:2]1[CH:7]=[CH:6][CH:5]=[CH:4][CH:3]=1 |f:1.2|. The reactants are CCCCc1noc(CO)c1COc1cc(C(=O)OC)n(C)n1, [Na+], C1COCCO1, [OH-], O. Yields the product CCCCc1noc(CO)c1COc1cc(C(=O)O)n(C)n1. Reaction SMILES: [CH3:1][O:2][C:3](=[O:4])[c:5]1[n:6]([CH3:23])[n:7][c:8]([O:10][CH2:11][c:12]2[c:13]([CH2:19][CH2:20][CH2:21][CH3:22])[n:14][o:15][c:16]2[CH2:17][OH:18])[cH:9]1.[Na+:25].[O:26]1[CH2:27][CH2:28][O:29][CH2:30][CH2:31]1.[OH-:24].[OH2:32]>>[O:2]=[C:3]([OH:4])[c:5]1[n:6]([CH3:23])[n:7][c:8]([O:10][CH2:11][c:12]2[c:13]([CH2:19][CH2:20][CH2:21][CH3:22])[n:14][o:15][c:16]2[CH2:17][OH:18])[cH:9]1.